From a dataset of the Open Reaction Database (ORD), a public repository of structured organic reaction records. describe an organic reaction: reactants, conditions, products, and yield The reactants are C=CCBr, CC(C)(C)[O-], CS(C)=O, COc1ccc(C2CSc3cc(OC)ccc3C2=O)cc1, [K+], O. Yields the product C=CCC1(c2ccc(OC)cc2)CSc2cc(OC)ccc2C1=O. Reaction SMILES: [CH2:1]([CH:2]=[CH2:3])[Br:4].[CH3:26][C:27]([CH3:28])([O-:29])[CH3:30].[CH3:33][S:34](=[O:35])[CH3:36].[CH3:5][O:6][c:7]1[cH:8][cH:9][c:10]2[c:15]([cH:16]1)[S:14][CH2:13][CH:12]([c:17]1[cH:18][cH:19][c:20]([O:23][CH3:24])[cH:21][cH:22]1)[C:11]2=[O:25].[K+:31].[OH2:32]>>[CH2:1]=[CH:2][CH2:3][C:12]1([c:17]2[cH:18][cH:19][c:20]([O:23][CH3:24])[cH:21][cH:22]2)[C:11](=[O:25])[c:10]2[cH:9][cH:8][c:7]([O:6][CH3:5])[cH:16][c:15]2[S:14][CH2:13]1. The reactants are NC1=NC(=CC=C1NC(=O)C1(CC1)C=1C=NC=CC1)N1C[C@@H](CCC1)C(=O)N1CCCC1 ((R)—N-(2-amino-6-(3-(pyrrolidine-1-carbonyl)piperidin-1-yl)pyridin-3-yl)-1-(pyridin-3-yl)cyclopropanecarboxamide), C[O-].[Na+] (sodium methoxide). Solvent: C(C(C)C)O (isobutanol), CO (methanol). Run at temperature 110 celsius, time 18 hour. The product is N1=CC(=CC=C1)C1(CC1)C1=NC=2C(=NC(=CC2)N2C[C@@H](CCC2)C(=O)N2CCCC2)N1 ((R)-(1-(2-(1-(pyridin-3-yl)cyclopropyl)-3H-imidazo[4,5-b]pyridin-5-yl)piperidin-3-yl)(pyrrolidin-1-yl)methanone). Yield: 21.3%. Reaction SMILES: [NH2:1][C:2]1[C:7]([NH:8][C:9]([C:11]2([C:14]3[CH:15]=[N:16][CH:17]=[CH:18][CH:19]=3)[CH2:13][CH2:12]2)=O)=[CH:6][CH:5]=[C:4]([N:20]2[CH2:25][CH2:24][CH2:23][C@@H:22]([C:26]([N:28]3[CH2:32][CH2:31][CH2:30][CH2:29]3)=[O:27])[CH2:21]2)[N:3]=1.C[O-].[Na+]>C(O)C(C)C.CO>[N:16]1[CH:17]=[CH:18][CH:19]=[C:14]([C:11]2([C:9]3[NH:1][C:2]4=[N:3][C:4]([N:20]5[CH2:25][CH2:24][CH2:23][C@@H:22]([C:26]([N:28]6[CH2:32][CH2:31][CH2:30][CH2:29]6)=[O:27])[CH2:21]5)=[CH:5][CH:6]=[C:7]4[N:8]=3)[CH2:13][CH2:12]2)[CH:15]=1 |f:1.2|. Reported procedure: To a solution of (R)—N-(2-amino-6-(3-(pyrrolidine-1-carbonyl)piperidin-1-yl)pyridin-3-yl)-1-(pyridin-3-yl)cyclopropanecarboxamide (35 mg, 0.081 mmol) in isobutanol (500 μL) was added sodium methoxide (18 mg, 0.335 mmol) in methanol (250 μL). The reaction mixture was shaken 110° C. for 18 h. The solvent was evaporated under a nitrogen stream. The residue was partitioned between water (0.5 mL) and ethyl acetate (1.5 mL×3). The combined organics were dried over magnesium sulfate, filtered and conce... Starting materials: COC=1C=C(\C=C(\C(=O)O)/CC)C=CC1 ((2E)-2-(3-methoxybenzylidene)butanoic acid), ClC1=C(C=C(N)C=C1)C(F)(F)F (4-chloro-3-(trifluoromethyl)aniline), CCN=C=NCCCN(C)C (EDCI). The reagents and catalysts are CN(C)C=1C=CN=CC1 (DMAP). Run in C(Cl)Cl (DCM), C(Cl)Cl (DCM). Run at temperature 0 celsius. The product is ClC1=C(C=C(C=C1)NC(/C(/CC)=C/C1=CC(=CC=C1)OC)=O)C(F)(F)F ((2E)-N-[4-chloro-3-(trifluoromethyl)phenyl]-2-(3-methoxybenzylidene)butanamide). Isolated yield 61.2%. RXN SMILES: [CH3:1][O:2][C:3]1[CH:4]=[C:5]([CH:13]=[CH:14][CH:15]=1)/[CH:6]=[C:7](\[CH2:11][CH3:12])/[C:8]([OH:10])=O.[Cl:16][C:17]1[CH:23]=[CH:22][C:20]([NH2:21])=[CH:19][C:18]=1[C:24]([F:27])([F:26])[F:25].CCN=C=NCCCN(C)C>CN(C1C=CN=CC=1)C.C(Cl)Cl>[Cl:16][C:17]1[CH:23]=[CH:22][C:20]([NH:21][C:8](=[O:10])/[C:7](=[CH:6]/[C:5]2[CH:13]=[CH:14][CH:15]=[C:3]([O:2][CH3:1])[CH:4]=2)/[CH2:11][CH3:12])=[CH:19][C:18]=1[C:24]([F:25])([F:26])[F:27]. Reported procedure: (2E)-2-(3-methoxybenzylidene)butanoic acid (190 mg, 0.92 mmol), 4-chloro-3-(trifluoromethyl)aniline (189 mg, 0.97 mmol) and DMAP (135 mg, 1.11 mmol) were mixed together and stirred in DCM (15 mL). The reaction mixture was cooled to 0° C. and EDCI (118 mg, 1.29 mmol) was added. The reaction was allowed to warm slowly to rt overnight. The mixture was diluted with DCM and washed with 1N HCl, sat. NaHCO3 and brine, dried over Na2SO4, filtered, and concentrated. The residue was purified by column chr... Starting materials: O=C1CCCC(=O)O1, COC(=O)C(Nc1ccc(C#N)cc1)c1ccc(OC)c(N)c1, CN(C)C=O. The product is COC(=O)C(Nc1ccc(C#N)cc1)c1ccc(OC)c(NC(=O)CCCC(=O)O)c1. Reaction SMILES: [C:24]1(=[O:31])[CH2:25][CH2:26][CH2:27][C:28](=[O:29])[O:30]1.[NH2:1][c:2]1[cH:3][c:4]([CH:10]([C:11](=[O:12])[O:13][CH3:14])[NH:15][c:16]2[cH:17][cH:18][c:19]([C:22]#[N:23])[cH:20][cH:21]2)[cH:5][cH:6][c:7]1[O:8][CH3:9].[O:32]=[CH:33][N:34]([CH3:35])[CH3:36]>>[NH:1]([c:2]1[cH:3][c:4]([CH:10]([C:11](=[O:12])[O:13][CH3:14])[NH:15][c:16]2[cH:17][cH:18][c:19]([C:22]#[N:23])[cH:20][cH:21]2)[cH:5][cH:6][c:7]1[O:8][CH3:9])[C:24]([CH2:25][CH2:26][CH2:27][C:28](=[O:29])[OH:30])=[O:31]. The reactants are FC1=CC=C(C=C1)C#C (4-fluorophenylacetylene), FC1=CC=C(CS)C=C1 (4-fluorobenzyl mercaptan), [Na] (sodium). Yields the product FC1=CC=C(\C=C/C(C2=CC=C(C=C2)F)SC(C2=CC=C(C=C2)F)\C=C/C2=CC=C(C=C2)F)C=C1 ((Z)-4-fluorostyryl 4-fluorobenzylsulfide). RXN SMILES: [F:1][C:2]1[CH:7]=[CH:6][C:5]([C:8]#[CH:9])=[CH:4][CH:3]=1.[F:10][C:11]1[CH:18]=[CH:17][C:14]([CH2:15][SH:16])=[CH:13][CH:12]=1.[Na]>>[F:1][C:2]1[CH:7]=[CH:6][C:5](/[CH:8]=[CH:9]\[CH:15]([S:16][CH:8](/[CH:9]=[CH:8]\[C:5]2[CH:6]=[CH:7][C:2]([F:1])=[CH:3][CH:4]=2)[C:5]2[CH:6]=[CH:7][C:2]([F:1])=[CH:3][CH:4]=2)[C:14]2[CH:17]=[CH:18][C:11]([F:10])=[CH:12][CH:13]=2)=[CH:4][CH:3]=1 |^1:18|. Reported procedure: A solution of 4-fluorophenylacetylene (0.02 mol) and 4-fluorobenzyl mercaptan (0.02 mol) and metallic sodium (0.02 g atom) was subjected to Procedure 2 to form (Z)-4-fluorostyryl 4-fluorobenzylsulfide. The title compound was obtained in 78% yield following oxidation. 1HNMR (CDC13) δ4.60 (2H, s), 6.65 (1H, d, JH,H=11.83), 7.20-7.65 (8H aromatic+1H ethylenic). Starting materials: C(CCC)OC(=O)NCC1CCN(CC1)C1=C(C=NN1C)NC(=O)C=1N=C(SC1NC(OC(C)(C)C)=O)Br (tert-butyl 4-(5-(4-(butyloxycarbonylaminomethyl)piperidin-1-yl)-1-methyl-1H-pyrazol-4-ylcarbamoyl)-2-bromothiazol-5-ylcarbamate), FC=1C=CC(=C(C1)B(O)O)O (5-fluoro-2-hydroxyphenylboronic acid). Product: NC1=C(N=C(S1)C1=C(C=CC(=C1)F)O)C(=O)NC=1C=NN(C1N1CCC(CC1)CN)C (5-Amino-N-(5-(4-(aminomethyl)piperidin-1-yl)-1-methyl-1H-pyrazol-4-yl)-2-(5-fluoro-2-hydroxyphenyl)thiazole-4-carboxamide). Isolated yield 20.0%. As a reaction SMILES: C(OC([NH:8][CH2:9][CH:10]1[CH2:15][CH2:14][N:13]([C:16]2[N:20]([CH3:21])[N:19]=[CH:18][C:17]=2[NH:22][C:23]([C:25]2[N:26]=[C:27](Br)[S:28][C:29]=2[NH:30]C(=O)OC(C)(C)C)=[O:24])[CH2:12][CH2:11]1)=O)CCC.[F:39][C:40]1[CH:41]=[CH:42][C:43]([OH:49])=[C:44](B(O)O)[CH:45]=1>>[NH2:30][C:29]1[S:28][C:27]([C:42]2[CH:41]=[C:40]([F:39])[CH:45]=[CH:44][C:43]=2[OH:49])=[N:26][C:25]=1[C:23]([NH:22][C:17]1[CH:18]=[N:19][N:20]([CH3:21])[C:16]=1[N:13]1[CH2:12][CH2:11][CH:10]([CH2:9][NH2:8])[CH2:15][CH2:14]1)=[O:24]. Procedure details: Following the procedure for Example 278 starting with tert-butyl 4-(5-(4-(butyloxycarbonylaminomethyl)piperidin-1-yl)-1-methyl-1H-pyrazol-4-ylcarbamoyl)-2-bromothiazol-5-ylcarbamate and 5-fluoro-2-hydroxyphenylboronic acid gave 297 as an off-white solid (18 mg, 20%). 1H NMR (400 MHz, d4-MeOD) δ 7.64 (dd, J=9.6, 3.1 Hz, 1H), 7.49 (s, 1H), 6.96 (td, J=4.8, 3.1 Hz, 1H), 6.90 (dd, J=9.6, 4.8 Hz, 1H), 3.74 (s, 3H), 3.27-3.12 (m, 4H), 2.66 (d, J=6.5 Hz, 2H), 1.86 (d, J=12.5 Hz, 2H), 1.69-1.42 (m, 1H),... Starting materials: CCOC(=O)c1ccc2c(c1)CC(C)(C)C(c1ccccc1Br)N2, CO, Cl, [Na+], C1CCOC1, [OH-], O. The product is CC1(C)Cc2cc(C(=O)O)ccc2NC1c1ccccc1Br. RXN SMILES: [CH2:1]([CH3:2])[O:3][C:4](=[O:5])[c:6]1[cH:7][c:8]2[c:13]([cH:14][cH:15]1)[NH:12][CH:11]([c:16]1[c:17]([Br:22])[cH:18][cH:19][cH:20][cH:21]1)[C:10]([CH3:23])([CH3:24])[CH2:9]2.[CH3:28][OH:29].[ClH:27].[Na+:26].[O:30]1[CH2:31][CH2:32][CH2:33][CH2:34]1.[OH-:25].[OH2:35]>>[O:3]=[C:4]([OH:5])[c:6]1[cH:7][c:8]2[c:13]([cH:14][cH:15]1)[NH:12][CH:11]([c:16]1[c:17]([Br:22])[cH:18][cH:19][cH:20][cH:21]1)[C:10]([CH3:23])([CH3:24])[CH2:9]2. The reactants are CC(=O)OCC1OC(OCCBr)C(OC(C)=O)C(OC(C)=O)C1OC(C)=O, CCOC(C)=O, CCCCCC(C)C, CN(C)C=O, [H-], O=[N+]([O-])c1ccc(S)cc1, [Na+], O, Sc1ccccc1. Yields the product CC(=O)OCC1OC(OCCSc2ccc([N+](=O)[O-])cc2)C(OC(C)=O)C(OC(C)=O)C1OC(C)=O. Reaction SMILES: [C:13]([CH3:14])(=[O:15])[O:16][CH:17]1[CH:18]([O:19][CH2:20][CH2:21][Br:22])[O:23][CH:24]([CH2:35][O:36][C:37]([CH3:38])=[O:39])[CH:25]([O:31][C:32]([CH3:33])=[O:34])[CH:26]1[O:27][C:28]([CH3:29])=[O:30].[C:55]([O:56][CH2:57][CH3:58])(=[O:59])[CH3:60].[CH3:47][CH2:48][CH2:49][CH2:50][CH2:51][CH:52]([CH3:53])[CH3:54].[CH3:61][N:62]([CH3:63])[CH:64]=[O:65].[H-:11].[N+:1](=[O:2])([O-:3])[c:4]1[cH:5][cH:6][c:7]([SH:10])[cH:8][cH:9]1.[Na+:12].[OH2:66].[SH:40][c:41]1[cH:42][cH:43][cH:44][cH:45][cH:46]1>>[N+:1](=[O:2])([O-:3])[c:4]1[cH:5][cH:6][c:7]([S:10][CH2:21][CH2:20][O:19][CH:18]2[CH:17]([O:16][C:13]([CH3:14])=[O:15])[CH:26]([O:27][C:28]([CH3:29])=[O:30])[CH:25]([O:31][C:32]([CH3:33])=[O:34])[CH:24]([CH2:35][O:36][C:37]([CH3:38])=[O:39])[O:23]2)[cH:8][cH:9]1. Reactants: [OH-].[K+] (KOH), N1=CC(=CC=C1)C=1C=C2C(=CN1)NN=C2 (5-(Pyridin-3-yl)-1H-pyrazolo[3,4-c]pyridine), II (I2). Run in CN(C)C=O (DMF). Reaction conditions: time 30 minute. Yields the product IC1=NNC2=CN=C(C=C21)C=2C=NC=CC2 (3-iodo-5-(pyridin-3-yl)-1H-pyrazolo[3,4-c]pyridine). Yield: 90.0%. As a reaction SMILES: [N:1]1[CH:6]=[CH:5][CH:4]=[C:3]([C:7]2[CH:8]=[C:9]3[CH:15]=[N:14][NH:13][C:10]3=[CH:11][N:12]=2)[CH:2]=1.[OH-].[K+].[I:18]I>CN(C=O)C>[I:18][C:15]1[C:9]2[C:10](=[CH:11][N:12]=[C:7]([C:3]3[CH:2]=[N:1][CH:6]=[CH:5][CH:4]=3)[CH:8]=2)[NH:13][N:14]=1 |f:1.2|. Procedure: 5-(Pyridin-3-yl)-1H-pyrazolo[3,4-c]pyridine (196 g, 1 mol) was dissolved in 1000 mL DMF. KOH (112 g, 2 mol) was added. After stirring for 30 min, I2 (303 g, 1.2 mol) was added. The mixture was stirred for 1 h at room temperature. After reaction, the reaction was quenched with saturated aq. Na2S2O5 solution followed by the addition water (5 L). The solid was filtered and washed with water to give 3-iodo-5-(pyridin-3-yl)-1H-pyrazolo[3,4-c]pyridine as a yellow solid (290 g, 90%) The reactants are C(C)(=O)[O-].[K+] (potassium acetate), CC1(OB(OC1(C)C)B1OC(C(O1)(C)C)(C)C)C (4,4,5,5,4′,4′,5′,5′-octamethyl-[2,2′]bi[[1,3,2]dioxaborolanyl]), C(C1=CC=CC=C1)OCCCSC1=CC=C(C=C1)Br (1-(3-benzyloxy-propylsulfanyl)-4-bromo-benzene), C(C)OC(/C(=C/C1CCCC1)/Br)=O ((Z)-2-bromo-3-cyclopentyl-acrylic acid ethyl ester), C([O-])([O-])=O.[Na+].[Na+] (sodium carbonate). Reagents/catalysts: C1=CC=C(C=C1)P([C-]2C=CC=C2)C3=CC=CC=C3.C1=CC=C(C=C1)P([C-]2C=CC=C2)C3=CC=CC=C3.Cl[Pd]Cl.[Fe+2] (dichloro[1,1′-bis(diphenylphosphino)ferrocene]palladium), C1=CC=C(C=C1)P([C-]2C=CC=C2)C3=CC=CC=C3.C1=CC=C(C=C1)P([C-]2C=CC=C2)C3=CC=CC=C3.Cl[Pd]Cl.[Fe+2] (dichloro[1,1′-bis(diphenylphosphino)ferrocene]palladium). The solvent is CN(C)C=O (DMF), C(C)(=O)OCC (ethyl acetate). Run at temperature 80 celsius, time 1 hour. Product: C(C)OC(\C(=C\C1CCCC1)\C1=CC=C(C=C1)SCCCOCC1=CC=CC=C1)=O ((E)-2-[4-(3-Benzyloxy-propylsulfanyl)-phenyl]-3-cyclopentyl-acrylic acid ethyl ester). Yield: 178.4%. RXN SMILES: C([O-])(=O)C.[K+].CC1(C)C(C)(C)OB(B2OC(C)(C)C(C)(C)O2)O1.[CH2:24]([O:31][CH2:32][CH2:33][CH2:34][S:35][C:36]1[CH:41]=[CH:40][C:39](Br)=[CH:38][CH:37]=1)[C:25]1[CH:30]=[CH:29][CH:28]=[CH:27][CH:26]=1.[CH2:43]([O:45][C:46](=[O:55])/[C:47](/Br)=[CH:48]/[CH:49]1[CH2:53][CH2:52][CH2:51][CH2:50]1)[CH3:44].C(=O)([O-])[O-].[Na+].[Na+]>CN(C=O)C.C1C=CC(P(C2C=CC=CC=2)[C-]2C=CC=C2)=CC=1.C1C=CC(P(C2C=CC=CC=2)[C-]2C=CC=C2)=CC=1.Cl[Pd]Cl.[Fe+2].C(OCC)(=O)C>[CH2:43]([O:45][C:46](=[O:55])/[C:47](/[C:39]1[CH:40]=[CH:41][C:36]([S:35][CH2:34][CH2:33][CH2:32][O:31][CH2:24][C:25]2[CH:30]=[CH:29][CH:28]=[CH:27][CH:26]=2)=[CH:37][CH:38]=1)=[CH:48]/[CH:49]1[CH2:53][CH2:52][CH2:51][CH2:50]1)[CH3:44] |f:0.1,5.6.7,9.10.11.12|. Reported procedure: Add potassium acetate (1.7 g, 17.3 mmol), 4,4,5,5,4′,4′,5′,5′-octamethyl-[2,2′]bi[[1,3,2]dioxaborolanyl] (1.6 g, 6.35 mmol) and dichloro[1,1′-bis(diphenylphosphino)ferrocene]palladium (II) dichloromethane adduct (424 mg, 0.58 mmol) to a solution of 1-(3-benzyloxy-propylsulfanyl)-4-bromo-benzene (1.95 g, 5.77 mmol) in 15 mL DMF and stir 1 hour at 80° C. Then add (Z)-2-bromo-3-cyclopentyl-acrylic acid ethyl ester (2.85 g, 11.54 mmol), dichloro[1,1′-bis(diphenylphosphino)ferrocene]palladium (II) di...